Dataset: the Open Reaction Database (ORD), a public repository of structured organic reaction records. Task: describe an organic reaction: reactants, conditions, products, and yield Starting materials: CCC(=O)N(c1ccccc1)C1CC(C)N(C(=O)c2ccc([N+](=O)[O-])cc2)c2ccccc21, CCO. The product is CCC(=O)N(c1ccccc1)C1CC(C)N(C(=O)c2ccc(N)cc2)c2ccccc21. RXN SMILES: [CH3:1][CH:2]1[N:3]([C:23]([c:24]2[cH:25][cH:26][c:27]([N+:30]([O-:31])=[O:32])[cH:28][cH:29]2)=[O:33])[c:4]2[cH:5][cH:6][cH:7][cH:8][c:9]2[CH:10]([N:12]([C:13]([CH2:14][CH3:15])=[O:16])[c:17]2[cH:18][cH:19][cH:20][cH:21][cH:22]2)[CH2:11]1.[CH3:34][CH2:35][OH:36]>>[CH3:1][CH:2]1[N:3]([C:23]([c:24]2[cH:25][cH:26][c:27]([NH2:30])[cH:28][cH:29]2)=[O:33])[c:4]2[cH:5][cH:6][cH:7][cH:8][c:9]2[CH:10]([N:12]([C:13]([CH2:14][CH3:15])=[O:16])[c:17]2[cH:18][cH:19][cH:20][cH:21][cH:22]2)[CH2:11]1. Starting materials: BrC1=CC=C(C=C1)S(=O)(=N)C (4-bromophenyl-methylsulfoximine), [H-].[Na+] (sodium hydride), C(C)N(CC)CCCl (diethylaminoethyl chloride), O (water). Run in CN(C=O)C (dimethylformamide), CN(C=O)C (dimethylformamide). Conditions: temperature 0 celsius, time 30 minute. Product: O.BrC1=CC=C(C=C1)S(=O)(=NCCN(CC)CC)C (S-(4-Bromophenyl)-N-[2-(diethylamino)ethyl]-S-methylsulfoximine hydrate). Yield: 121.3%. RXN SMILES: [Br:1][C:2]1[CH:7]=[CH:6][C:5]([S:8]([CH3:11])(=[NH:10])=[O:9])=[CH:4][CH:3]=1.[H-].[Na+].[CH2:14]([N:16]([CH2:19][CH2:20]Cl)[CH2:17][CH3:18])[CH3:15].O>CN(C)C=O>[OH2:9].[Br:1][C:2]1[CH:7]=[CH:6][C:5]([S:8]([CH3:11])(=[N:10][CH2:15][CH2:14][N:16]([CH2:19][CH3:20])[CH2:17][CH3:18])=[O:9])=[CH:4][CH:3]=1 |f:1.2,6.7|. Procedure details: A solution of 4-bromophenyl-methylsulfoximine (10.0 g, 42.7 mmol) in dimethylformamide (50 mL) was added dropwise to a stirring slurry of sodium hydride (2.04 g, 51.2 mmol, 60% oil dispersion washed (3×20 mL) with hexane) which was maintained at 0° C. After stirring for 30 minutes, a solution of diethylaminoethyl chloride (6.58 g, 48.3 mmol) in dimethylformamide (20 mL) was added dropwise. The reaction mixture was warmed at 60° C. for 18 h. The reaction mixture was then cooled to ambient tempera...